Dataset: the Open Reaction Database (ORD), a public repository of structured organic reaction records. Task: describe an organic reaction: reactants, conditions, products, and yield Reactants: OCc1cccc(-c2ncc(Br)cn2)c1, C=CC(=O)OC, CCCC[N+](CCCC)(CCCC)CCCC, CC(=O)[O-], [Cl-], [K+], CC(=O)[O-], CC(=O)[O-], CN(C)C=O, O, [Pd+2], c1ccc(P(c2ccccc2)c2ccccc2)cc1. Yields the product COC(=O)C=Cc1cnc(-c2cccc(CO)c2)nc1. RXN SMILES: [Br:1][c:2]1[cH:3][n:4][c:5](-[c:8]2[cH:9][c:10]([CH2:14][OH:15])[cH:11][cH:12][cH:13]2)[n:6][cH:7]1.[C:16]([CH:17]=[CH2:18])(=[O:19])[O:20][CH3:21].[CH2:52]([N+:53]([CH2:54][CH2:55][CH2:56][CH3:57])([CH2:58][CH2:59][CH2:60][CH3:61])[CH2:62][CH2:63][CH2:64][CH3:65])[CH2:66][CH2:67][CH3:68].[CH3:42][C:43](=[O:44])[O-:45].[Cl-:51].[K+:41].[O-:70][C:71]([CH3:72])=[O:73].[O-:74][C:75]([CH3:76])=[O:77].[O:46]=[CH:47][N:48]([CH3:49])[CH3:50].[OH2:78].[Pd+2:69].[c:22]1([P:23]([c:24]2[cH:25][cH:26][cH:27][cH:28][cH:29]2)[c:30]2[cH:31][cH:32][cH:33][cH:34][cH:35]2)[cH:36][cH:37][cH:38][cH:39][cH:40]1>>[c:2]1([CH:18]=[CH:17][C:16](=[O:19])[O:20][CH3:21])[cH:3][n:4][c:5](-[c:8]2[cH:9][c:10]([CH2:14][OH:15])[cH:11][cH:12][cH:13]2)[n:6][cH:7]1. Starting materials: CO, CS(=O)(=O)N(CC1CN(S(=O)(=O)c2ccc(Cl)nc2)CCN1c1ncc(C(O)(C(F)(F)F)C(F)(F)F)cn1)c1ccccc1, N. Product: CS(=O)(=O)N(CC1CN(S(=O)(=O)c2ccc(N)nc2)CCN1c1ncc(C(O)(C(F)(F)F)C(F)(F)F)cn1)c1ccccc1. Reaction SMILES: [CH3:46][OH:47].[Cl:1][c:2]1[cH:3][cH:4][c:5]([S:8](=[O:9])(=[O:10])[N:11]2[CH2:12][CH:13]([CH2:33][N:34]([S:35](=[O:36])(=[O:37])[CH3:38])[c:39]3[cH:40][cH:41][cH:42][cH:43][cH:44]3)[N:14]([c:17]3[n:18][cH:19][c:20]([C:23]([C:24]([F:25])([F:26])[F:27])([C:28]([F:29])([F:30])[F:31])[OH:32])[cH:21][n:22]3)[CH2:15][CH2:16]2)[cH:6][n:7]1.[NH3:45]>>[c:2]1([NH2:45])[cH:3][cH:4][c:5]([S:8](=[O:9])(=[O:10])[N:11]2[CH2:12][CH:13]([CH2:33][N:34]([S:35](=[O:36])(=[O:37])[CH3:38])[c:39]3[cH:40][cH:41][cH:42][cH:43][cH:44]3)[N:14]([c:17]3[n:18][cH:19][c:20]([C:23]([C:24]([F:25])([F:26])[F:27])([C:28]([F:29])([F:30])[F:31])[OH:32])[cH:21][n:22]3)[CH2:15][CH2:16]2)[cH:6][n:7]1. The reactants are ClC=1C=C2C(=CCCC2=CC1)C (6-chloro-4-methyl-1,2-dihydro-naphthalene), ClC=1C(C(C(=C(C1Cl)Cl)Cl)=O)=O (3,4,5,6-tetrachloro-1,2-benzoquinone). Reaction SMILES: [Cl:1][C:2]1[CH:3]=[C:4]2[C:9](=[CH:10][CH:11]=1)[CH2:8][CH2:7][CH:6]=[C:5]2[CH3:12].ClC1C(=O)C(=O)C(Cl)=C(Cl)C=1Cl>>[Cl:1][C:2]1[CH:3]=[C:4]2[C:9]([CH:8]=[CH:7][CH:6]=[C:5]2[CH3:12])=[CH:10][CH:11]=1. Product: ClC1=CC=C2C=CC=C(C2=C1)C (7-chloro-1-methyl-naphthalene). Procedure details: Using general procedure A (Exp. 1.2.), 6-chloro-4-methyl-1,2-dihydro-naphthalene was reacted with 3,4,5,6-tetrachloro-1,2-benzoquinone to give 7-chloro-1-methyl-naphthalene as a colorless oil. Reactants: C1CC(=O)N(C1=O)Cl (NCS), COC1=C(C=C(S1)C(=O)OC)C1=CC=NN1C (methyl 5-(methyloxy)-4-(1-methyl-1H-pyrazol-5-yl)-2-thiophenecarboxylate), [OH-].[Na+] (NaOH). The solvent is O1CCCC1 (Tetrahydrofuran). Run at temperature 70 celsius, time 3 hour. Yields the product ClC=1C=NN(C1C=1C=C(SC1OC)C(=O)O)C (4-(4-chloro-1-methyl-1H-pyrazol-5-yl)-5-(methyloxy)-2-thiophenecarboxylic acid). Isolated yield 98.8%. Reaction SMILES: C1C(=O)N([Cl:8])C(=O)C1.[CH3:9][O:10][C:11]1[S:15][C:14]([C:16]([O:18]C)=[O:17])=[CH:13][C:12]=1[C:20]1[N:24]([CH3:25])[N:23]=[CH:22][CH:21]=1.[OH-].[Na+]>O1CCCC1>[Cl:8][C:21]1[CH:22]=[N:23][N:24]([CH3:25])[C:20]=1[C:12]1[CH:13]=[C:14]([C:16]([OH:18])=[O:17])[S:15][C:11]=1[O:10][CH3:9] |f:2.3|. Reported procedure: NCS (382 mg, 2.80 mmol) was added in portions to a 50 mL sealed tube reactor containing methyl 5-(methyloxy)-4-(1-methyl-1H-pyrazol-5-yl)-2-thiophenecarboxylate (642 mg, 2.54 mmol) [prepared according to the procedure of Example 185] in Tetrahydrofuran (THF) (12 mL) at room temperature. The mixture was heated to 70° C. for 1 hour. The reaction was cooled to room temperature, 6N NaOH (10 mL, 60.0 mmol) was added and the mixture stirred an additional 3 h at 70° C. The mixture was partitioned betwe... Reactants: Cl (hydrochloric acid), FC(C(=O)O)(F)F.N1=C(C=CC=C1)N(C(=O)C1=CC2=C(N(C(=N2)CN)C)C=C1)CCC(=O)OCC (1-methyl-2-aminomethylbenzimidazol-5-yl-carboxylic acid-N-(2-pyridyl)-N-(2-ethoxycarbonylethyl)amide trifluoroacetate), C(C)N(C(C)C)C(C)C (N-ethyldiisopropylamine), ClC1=NC=C(C=C1)C#N (2-chloro-5-cyanopyridine). Run in O (water). Conditions: temperature 100 celsius. Product: N1=C(C=CC=C1)N(C(=O)C1=CC2=C(N(C(=N2)CNC2=CC=C(C=N2)C#N)C)C=C1)CCC(=O)OCC (1-Methyl-2-[N-(3-cyanopyridin-6-yl)aminomethyl]benzimidazol-5-yl-carboxlic acid-N-(2-pyridyl)-N-(2-ethoxycarbonylethyl)amide). RXN SMILES: FC(F)(F)C(O)=O.[N:8]1[CH:13]=[CH:12][CH:11]=[CH:10][C:9]=1[N:14]([CH2:29][CH2:30][C:31]([O:33][CH2:34][CH3:35])=[O:32])[C:15]([C:17]1[CH:28]=[CH:27][C:20]2[N:21]([CH3:26])[C:22]([CH2:24][NH2:25])=[N:23][C:19]=2[CH:18]=1)=[O:16].C(N(C(C)C)C(C)C)C.Cl[C:46]1[CH:51]=[CH:50][C:49]([C:52]#[N:53])=[CH:48][N:47]=1.Cl>O>[N:8]1[CH:13]=[CH:12][CH:11]=[CH:10][C:9]=1[N:14]([CH2:29][CH2:30][C:31]([O:33][CH2:34][CH3:35])=[O:32])[C:15]([C:17]1[CH:28]=[CH:27][C:20]2[N:21]([CH3:26])[C:22]([CH2:24][NH:25][C:46]3[N:47]=[CH:48][C:49]([C:52]#[N:53])=[CH:50][CH:51]=3)=[N:23][C:19]=2[CH:18]=1)=[O:16] |f:0.1|. Procedure: 1.5 g (3.25 mmol) of 1-methyl-2-aminomethylbenzimidazol-5-yl-carboxylic acid-N-(2-pyridyl)-N-(2-ethoxycarbonylethyl)amide trifluoroacetate were stirred into 10 mL of N-ethyldiisopropylamine and heated to 100° C. for 15 minutes. After the addition of 720 mg (5.25 mmol) of 2-chloro-5-cyanopyridine, the reaction mixture was heated to 125° C. for 2 hours. After cooling to ambient temperature and stirring with about 20 mL of water, the pH was adjusted to 4 by the addition of 1N hydrochloric acid and ...